Dataset: the Open Reaction Database (ORD), a public repository of structured organic reaction records. Task: describe an organic reaction: reactants, conditions, products, and yield Starting materials: C1CCOC1, CN, O=C(Nc1ccc(F)c(C(F)(F)F)c1)c1cccc2cc(Cc3cc(Cl)ncn3)ccc12. As a reaction SMILES: [CH2:35]1[O:36][CH2:37][CH2:38][CH2:39]1.[CH3:33][NH2:34].[F:1][c:2]1[c:3]([C:29]([F:30])([F:31])[F:32])[cH:4][c:5]([NH:8][C:9](=[O:10])[c:11]2[cH:12][cH:13][cH:14][c:15]3[cH:16][c:17]([CH2:21][c:22]4[n:23][cH:24][n:25][c:26]([Cl:28])[cH:27]4)[cH:18][cH:19][c:20]23)[cH:6][cH:7]1>>[F:1][c:2]1[c:3]([C:29]([F:30])([F:31])[F:32])[cH:4][c:5]([NH:8][C:9](=[O:10])[c:11]2[cH:12][cH:13][cH:14][c:15]3[cH:16][c:17]([CH2:21][c:22]4[n:23][cH:24][n:25][c:26]([NH:34][CH3:33])[cH:27]4)[cH:18][cH:19][c:20]23)[cH:6][cH:7]1. The product is CNc1cc(Cc2ccc3c(C(=O)Nc4ccc(F)c(C(F)(F)F)c4)cccc3c2)ncn1. The reactants are F[C@@H]1[C@@H]2[C@H]3CCC(C=C3C[C@H]([C@H]2[C@@H]2CCC([C@@]2(C)C1)=O)C)=O (11β-fluoro-7α-methylestr-4-ene-3,17-dione), S(=O)(=O)([O-])C1=CC=C(C)C=C1.[NH+]1=CC=CC=C1 (pyridinium tosylate). The product is F[C@@H]1[C@@H]2[C@H]3CCC(=CC3=C[C@H]([C@H]2[C@@H]2CCC([C@@]2(C)C1)=O)C)OC (11β-fluoro-3-methoxy-7α-methylestra-3,5-dien-17-one). The yield is 789.2%. Reaction SMILES: [F:1][C@H:2]1[CH2:19][C@@:17]2([CH3:18])[C@@H:13]([CH2:14][CH2:15][C:16]2=[O:20])[C@H:12]2[C@H:3]1[C@@H:4]1[C:9]([CH2:10][C@H:11]2[CH3:21])=[CH:8][C:7](=[O:22])[CH2:6][CH2:5]1.S([C:27]1C=CC(C)=CC=1)([O-])(=O)=O.[NH+]1C=CC=CC=1>COC(OC)(C)C.C(OCC)(=O)C>[F:1][C@H:2]1[CH2:19][C@@:17]2([CH3:18])[C@@H:13]([CH2:14][CH2:15][C:16]2=[O:20])[C@H:12]2[C@H:3]1[C@@H:4]1[C:9](=[CH:10][C@H:11]2[CH3:21])[CH:8]=[C:7]([O:22][CH3:27])[CH2:6][CH2:5]1 |f:1.2|. Procedure details: A solution of 2 g of 11β-fluoro-7α-methylestr-4-ene-3,17-dione in 20 ml 2,2-di-methoxypropane was stirred with 200 mg of pyridinium tosylate for 6.5 hours at 80° C. Then, it was diluted with ethyl acetate, washed with sodium bicarbonate solution and sodium chloride solution, dried on sodium sulfate and concentrated by evaporation in a vacuum. 2 g of crude 11β-fluoro-3-methoxy-7α-methylestra-3,5-dien-17-one was obtained. The solvent is C(C)(=O)OCC (ethyl acetate), COC(C)(C)OC (2,2-di-methoxypropane). Reactants: CCOC(=O)C(CSC(C)=O)c1ccc(NC(=O)OCc2ccccc2)cc1, ClCCl, O=C(O)C(F)(F)F. RXN SMILES: [CH2:1]([CH3:2])[O:3][C:4]([CH:5]([CH2:6][S:7][C:8]([CH3:9])=[O:10])[c:11]1[cH:12][cH:13][c:14]([NH:17][C:18]([O:19][CH2:20][c:21]2[cH:22][cH:23][cH:24][cH:25][cH:26]2)=[O:27])[cH:15][cH:16]1)=[O:28].[CH2:36]([Cl:37])[Cl:38].[OH:29][C:30]([C:31]([F:32])([F:33])[F:34])=[O:35]>>[CH2:1]([CH3:2])[O:3][C:4]([CH:5]([CH2:6][S:7][C:8]([CH3:9])=[O:10])[c:11]1[cH:12][cH:13][c:14]([NH2:17])[cH:15][cH:16]1)=[O:28]. Yields the product CCOC(=O)C(CSC(C)=O)c1ccc(N)cc1.